Dataset: the Open Reaction Database (ORD), a public repository of structured organic reaction records. Task: describe an organic reaction: reactants, conditions, products, and yield Procedure: The title compound was synthesized from 3-ethynylimidazo[1,2-a]pyrazine and N-(3-(2-((dimethylamino)methyl)-1H-imidazol-1-yl)-5-(trifluoromethyl)phenyl)-3-iodo-4-methylbenzamide in a manner similar to that described for Example 1. The product was obtained as a solid: 544 m/z (M+H). As a reaction SMILES: [C:1]([C:3]1[N:7]2[CH:8]=[CH:9][N:10]=[CH:11][C:6]2=[N:5][CH:4]=1)#[CH:2].[CH3:12][N:13]([CH2:15][C:16]1[N:17]([C:21]2[CH:22]=[C:23]([NH:31][C:32](=[O:41])[C:33]3[CH:38]=[CH:37][C:36]([CH3:39])=[C:35](I)[CH:34]=3)[CH:24]=[C:25]([C:27]([F:30])([F:29])[F:28])[CH:26]=2)[CH:18]=[CH:19][N:20]=1)[CH3:14]>>[CH3:14][N:13]([CH2:15][C:16]1[N:17]([C:21]2[CH:22]=[C:23]([NH:31][C:32](=[O:41])[C:33]3[CH:34]=[CH:35][C:36]([CH3:39])=[C:37]([C:2]#[C:1][C:3]4[N:7]5[CH:8]=[CH:9][N:10]=[CH:11][C:6]5=[N:5][CH:4]=4)[CH:38]=3)[CH:24]=[C:25]([C:27]([F:28])([F:29])[F:30])[CH:26]=2)[CH:18]=[CH:19][N:20]=1)[CH3:12]. Reactants: C(#C)C1=CN=C2N1C=CN=C2 (3-ethynylimidazo[1,2-a]pyrazine), CN(C)CC=1N(C=CN1)C=1C=C(C=C(C1)C(F)(F)F)NC(C1=CC(=C(C=C1)C)I)=O (N-(3-(2-((dimethylamino)methyl)-1H-imidazol-1-yl)-5-(trifluoromethyl)phenyl)-3-iodo-4-methylbenzamide). Product: CN(C)CC=1N(C=CN1)C=1C=C(C=C(C1)C(F)(F)F)NC(C1=CC(=C(C=C1)C)C#CC1=CN=C2N1C=CN=C2)=O (N-(3-(2-((dimethylamino)methyl)-1H-imidazol-1-yl)-5-(trifluoromethyl)phenyl)-3-(imidazo[1,2-a]pyrazin-3-ylethynyl)-4-methylbenzamide).